From a dataset of the Open Reaction Database (ORD), a public repository of structured organic reaction records. describe an organic reaction: reactants, conditions, products, and yield The reactants are COC(C1=CC(=C(C=C1)I)OC)=O (4-Iodo-3-methoxy-benzoic acid methyl ester), C(Cl)(Cl)Cl (CHCl3), P(C(C)(C)C)(C(C)(C)C)C(C)(C)C (P(tBu)3), C(CCC)[Zn]Br (n-BuZnBr). The reagents and catalysts are C=1C=CC(=CC1)/C=C/C(=O)/C=C/C2=CC=CC=C2.C=1C=CC(=CC1)/C=C/C(=O)/C=C/C2=CC=CC=C2.C=1C=CC(=CC1)/C=C/C(=O)/C=C/C2=CC=CC=C2.[Pd].[Pd] (Pd2(dba)3). Solvent: CN(C=O)C (N,N-dimethylformamide), O (H2O), CCOCC (Et2O). Reaction conditions: time 1 hour. The product is COC(C1=CC(=C(C=C1)CCCC)OC)=O (4-Butyl-3-methoxy-benzoic acid methyl ester). As a reaction SMILES: [CH3:1][O:2][C:3](=[O:13])[C:4]1[CH:9]=[CH:8][C:7](I)=[C:6]([O:11][CH3:12])[CH:5]=1.C(Cl)(Cl)Cl.P(C(C)(C)C)(C(C)(C)C)C(C)(C)C.[CH2:31]([Zn]Br)[CH2:32][CH2:33][CH3:34]>CN(C)C=O.C1C=CC(/C=C/C(/C=C/C2C=CC=CC=2)=O)=CC=1.C1C=CC(/C=C/C(/C=C/C2C=CC=CC=2)=O)=CC=1.C1C=CC(/C=C/C(/C=C/C2C=CC=CC=2)=O)=CC=1.[Pd].[Pd].O.CCOCC>[CH3:1][O:2][C:3](=[O:13])[C:4]1[CH:9]=[CH:8][C:7]([CH2:31][CH2:32][CH2:33][CH3:34])=[C:6]([O:11][CH3:12])[CH:5]=1 |f:5.6.7.8.9|. Procedure details: 4-Iodo-3-methoxy-benzoic acid methyl ester (292 mg, 1 mmol) and Pd2(dba)3.CHCl3 (25 mg, 0.025 mmol) and P(tBu)3 (0.25 mL, 10% in hexane, 0.08 mmol) and n-BuZnBr (4 mL, 0.5 M in THF, 2.0 mmol) is mixed in N,N-dimethylformamide (4 mL) together and degassed. After stirring at room temperature for 1 hour, analysis of TLC suggested no starting material left and reaction is stopped. Et2O and H2O were then added and the ether layer is washed with water and dried. After the removal of ether, the residue...